Dataset: the Open Reaction Database (ORD), a public repository of structured organic reaction records. Task: describe an organic reaction: reactants, conditions, products, and yield The reactants are ClC=1C(=C(C=CC1)C1NCC(C1(C#N)C1=C(C=C(C=C1)Cl)F)CC(C)(C)C)F (rac-(2S,3S,4S)-2-(3-chloro-2-fluoro-phenyl)-3-(4-chloro-2-fluoro-phenyl)-4-(2,2-dimethyl-propyl)-pyrrolidine-3-carbonitrile), C(C)OC(CCN=C=O)=O (3-isocyanato-propionic acid ethyl ester). Product: C(C)OC(CCNC(=O)N1[C@@H]([C@@]([C@@H](C1)CC(C)(C)C)(C#N)C1=C(C=C(C=C1)Cl)F)C1=C(C(=CC=C1)Cl)F)=O (rac-3-{[(2S,3S,4S)-2-(3-chloro-2-fluoro-phenyl)-3-(4-chloro-2-fluoro-phenyl)-3-cyano-4-(2,2-dimethyl-propyl)-pyrrolidine-1-carbonyl]-amino}-propionic acid ethyl ester). The yield is 84.7%. As a reaction SMILES: [Cl:1][C:2]1[C:3]([F:28])=[C:4]([CH:8]2[C:12]([C:15]3[CH:20]=[CH:19][C:18]([Cl:21])=[CH:17][C:16]=3[F:22])([C:13]#[N:14])[CH:11]([CH2:23][C:24]([CH3:27])([CH3:26])[CH3:25])[CH2:10][NH:9]2)[CH:5]=[CH:6][CH:7]=1.[CH2:29]([O:31][C:32](=[O:38])[CH2:33][CH2:34][N:35]=[C:36]=[O:37])[CH3:30]>>[CH2:29]([O:31][C:32](=[O:38])[CH2:33][CH2:34][NH:35][C:36]([N:9]1[CH2:10][C@@H:11]([CH2:23][C:24]([CH3:25])([CH3:27])[CH3:26])[C@@:12]([C:15]2[CH:20]=[CH:19][C:18]([Cl:21])=[CH:17][C:16]=2[F:22])([C:13]#[N:14])[C@H:8]1[C:4]1[CH:5]=[CH:6][CH:7]=[C:2]([Cl:1])[C:3]=1[F:28])=[O:37])[CH3:30]. Procedure details: In a manner similar to the method described in Example 49, rac-(2S,3S,4S)-2-(3-chloro-2-fluoro-phenyl)-3-(4-chloro-2-fluoro-phenyl)-4-(2,2-dimethyl-propyl)-pyrrolidine-3-carbonitrile (100 mg, 0.236 mmol) was reacted with 3-isocyanato-propionic acid ethyl ester (168 mg, 1.174 mmol) to give rac-3-{[(2S,3S,4S)-2-(3-chloro-2-fluoro-phenyl)-3-(4-chloro-2-fluoro-phenyl)-3-cyano-4-(2,2-dimethyl-propyl)-pyrrolidine-1-carbonyl]-amino}-propionic acid ethyl ester (113.2 mg, 85%). HRMS (ES+) m/z Calcd for C... The reactants are CCc1cc(-c2noc(-c3cc(C)nc(N(CC)CC)n3)n2)cc(C)c1OCCOS(C)(=O)=O, CO, N. Yields the product CCc1cc(-c2noc(-c3cc(C)nc(N(CC)CC)n3)n2)cc(C)c1OCCN. As a reaction SMILES: [CH2:1]([CH3:2])[N:3]([c:4]1[n:5][c:6]([CH3:32])[cH:7][c:8](-[c:10]2[n:11][c:12](-[c:15]3[cH:16][c:17]([CH2:30][CH3:31])[c:18]([O:19][CH2:20][CH2:21][O:22][S:23]([CH3:24])(=[O:25])=[O:26])[c:27]([CH3:29])[cH:28]3)[n:13][o:14]2)[n:9]1)[CH2:33][CH3:34].[CH3:36][OH:37].[NH3:35]>>[CH2:1]([CH3:2])[N:3]([c:4]1[n:5][c:6]([CH3:32])[cH:7][c:8](-[c:10]2[n:11][c:12](-[c:15]3[cH:16][c:17]([CH2:30][CH3:31])[c:18]([O:19][CH2:20][CH2:21][NH2:35])[c:27]([CH3:29])[cH:28]3)[n:13][o:14]2)[n:9]1)[CH2:33][CH3:34].